From a dataset of the Open Reaction Database (ORD), a public repository of structured organic reaction records. describe an organic reaction: reactants, conditions, products, and yield Starting materials: COC([C@@H](N)COC1=CC=C(C=C1)C1=C(C2=C(S1)C=CC=C2)CC2=CC=C(C=C2)OCCN2CCCC2)=O (O-[4-[3-[4-[2-(1-Pyrrolidinyl)ethoxy]benzyl]benzo[b]thiophen-2-yl]phenyl]-L-serine methyl ester), O[Li].O (LiOH—H2O). Run in C1CCOC1.CO.O (THF MeOH H2O). Conditions: time 3 hour. The product is [NH4+].[OH-].CO.CCOC(=O)C (NH4OH MeOH EtOAc), title compound. Reaction SMILES: [CH3:1][O:2]C(=O)[C@H:4]([CH2:6][O:7][C:8]1[CH:13]=CC(C2SC3C=CC=CC=3C=2CC2C=CC(OCCN3CCCC3)=CC=2)=CC=1)[NH2:5].[OH:39][Li].O>C1COCC1.CO.O>[NH4+:5].[OH-:2].[CH3:1][OH:2].[CH3:4][CH2:6][O:7][C:8]([CH3:13])=[O:39] |f:1.2,3.4.5,6.7.8.9|. Reported procedure: O-[4-[3-[4-[2-(1-Pyrrolidinyl)ethoxy]benzyl]benzo[b]thiophen-2-yl]phenyl]-L-serine methyl ester (21 mg) was dissolved in THF:MeOH:H2O (3:1:1, 3 mL), treated with LiOH—H2O (5 mg) in one portion and allowed to stir at ambient temperature for 3 h. The reaction mixture was concentrated under reduced pressure. Chromatography with NH4OH:MeOH:EtOAc (10:20:70) afforded the title compound (15 mg). Starting materials: O1C(=CC=C1)C=1OC(=C(N1)COC1=C(C=C(CO\N=C(/CCC(=O)OC)\C2=CC=CC=C2)C=C1)OC)C (methyl E-4-[4-[2-(2-furyl)-5-methyl-4-oxazolylmethoxy]-3-methoxybenzyloxyimino]-4-phenylbutyrate), C(C)O (ethanol), [OH-].[Na+] (sodium hydroxide), Cl (hydrochloric acid). The solvent is O (water). Conditions: time 2 hour. The product is O1C(=CC=C1)C=1OC(=C(N1)COC1=C(C=C(CO\N=C(/CCC(=O)O)\C2=CC=CC=C2)C=C1)OC)C (E-4-[4-[2-(2-furyl)-5-methyl-4-oxazolylmethoxy]-3-methoxybenzyloxyimino]-4-phenylbutyric acid). Isolated yield 93.0%. RXN SMILES: [O:1]1[CH:5]=[CH:4][CH:3]=[C:2]1[C:6]1[O:7][C:8]([CH3:37])=[C:9]([CH2:11][O:12][C:13]2[CH:34]=[CH:33][C:16]([CH2:17][O:18]/[N:19]=[C:20](/[C:27]3[CH:32]=[CH:31][CH:30]=[CH:29][CH:28]=3)\[CH2:21][CH2:22][C:23]([O:25]C)=[O:24])=[CH:15][C:14]=2[O:35][CH3:36])[N:10]=1.C(O)C.[OH-].[Na+].Cl>O>[O:1]1[CH:5]=[CH:4][CH:3]=[C:2]1[C:6]1[O:7][C:8]([CH3:37])=[C:9]([CH2:11][O:12][C:13]2[CH:34]=[CH:33][C:16]([CH2:17][O:18]/[N:19]=[C:20](/[C:27]3[CH:32]=[CH:31][CH:30]=[CH:29][CH:28]=3)\[CH2:21][CH2:22][C:23]([OH:25])=[O:24])=[CH:15][C:14]=2[O:35][CH3:36])[N:10]=1 |f:2.3|. Procedure: A mixture of methyl E-4-[4-[2-(2-furyl)-5-methyl-4-oxazolylmethoxy]-3-methoxybenzyloxyimino]-4-phenylbutyrate (1.55 g, ethanol (10 ml) and 1N aqueous sodium hydroxide (5 ml) was stirred at room temperature for 2 hours. The reaction mixture was poured into water and acidified with 1N hydrochloric acid to give E-4-[4-[2-(2-furyl)-5-methyl-4-oxazolylmethoxy]-3-methoxybenzyloxyimino]-4-phenylbutyric acid as crystals (1.40 g, yield 93%). Recrystallization from ethanol-isopropyl ether gave colorless p...